This data is from the Open Reaction Database (ORD), a public repository of structured organic reaction records. The task is: describe an organic reaction: reactants, conditions, products, and yield Reactants: BrC=1C=CC(=C(C1)C(CO)(C)NC(CCl)=O)F ((RS)-N-[1-(5-bromo-2-fluoro-phenyl)-2-hydroxy-1-methyl-ethyl]-2-chloro-acetamide), CC(C)(C)[O-].[K+] (potassium tert-butylate). The solvent is ClCCl.CO (dichloromethane methanol). Product: BrC=1C=CC(=C(C1)C1(COCC(N1)=O)C)F ((RS)-5-(5-Bromo-2-fluoro-phenyl)-5-methyl-morpholin-3-one). As a reaction SMILES: [Br:1][C:2]1[CH:3]=[CH:4][C:5]([F:17])=[C:6]([C:8]([NH:12][C:13](=[O:16])[CH2:14]Cl)([CH3:11])[CH2:9][OH:10])[CH:7]=1.CC([O-])(C)C.[K+]>ClCCl.CO>[Br:1][C:2]1[CH:3]=[CH:4][C:5]([F:17])=[C:6]([C:8]2([CH3:11])[NH:12][C:13](=[O:16])[CH2:14][O:10][CH2:9]2)[CH:7]=1 |f:1.2,3.4|. Procedure details: The cyclization of the (RS)-N-[1-(5-bromo-2-fluoro-phenyl)-2-hydroxy-1-methyl-ethyl]-2-chloro-acetamide [preparation of building block B e)] with potassium tert-butylate yielded, after chromatography on silica gel using a gradient of dichloromethane/methanol=100/0 to 75/25 as the eluent, the title compound as a white solid. Mass (calculated) C1H11BrFNO2 [288.118]; (found) [M+H]+=288 and [M+2+H]+=290. Starting materials: CN(C)C=O (DMF), C(C)#N (acetonitrile), TEA, C(C=C)(=O)Cl (acrylic acid chloride), TEA, C(C=C)(=O)Cl (acrylic acid chloride), C(C=C)(=O)Cl (Acrylic acid chloride), TEA, FC1=CC=C(C=C1)NC=1OC(=NN1)\C=C\C1=CC(=C(C=C1)N1C=NC(=C1)C)OC ((4-fluorophenyl)-{5-{(E)-2-[3-methoxy-4-(4-methyl-1H-imidazol-1-yl)phenyl]vinyl}-[1,3,4]oxadiazol-2-yl}amine). The reagents and catalysts are CN(C)C=1C=CN=CC1 (DMAP). The solvent is C(Cl)Cl (methylene chloride), C1CCOC1 (THF). Conditions: time 2 hour. The product is FC1=CC=C(C=C1)N(C(C=C)=O)C=1OC(=NN1)\C=C\C1=CC(=C(C=C1)N1C=NC(=C1)C)OC (N-(4-fluorophenyl)-N-{5-{(E)-2-[3-methoxy-4-(4-methyl-1H-imidazol-1-yl)phenyl]vinyl}-[1,3,4]oxadiazol-2-yl}acrylamide). Reaction SMILES: [F:1][C:2]1[CH:7]=[CH:6][C:5]([NH:8][C:9]2[O:10][C:11](/[CH:14]=[CH:15]/[C:16]3[CH:21]=[CH:20][C:19]([N:22]4[CH:26]=[C:25]([CH3:27])[N:24]=[CH:23]4)=[C:18]([O:28][CH3:29])[CH:17]=3)=[N:12][N:13]=2)=[CH:4][CH:3]=1.[C:30](Cl)(=[O:33])[CH:31]=[CH2:32].CN(C=O)C.C(#N)C>C(Cl)Cl.C1COCC1.CN(C1C=CN=CC=1)C>[F:1][C:2]1[CH:3]=[CH:4][C:5]([N:8]([C:9]2[O:10][C:11](/[CH:14]=[CH:15]/[C:16]3[CH:21]=[CH:20][C:19]([N:22]4[CH:26]=[C:25]([CH3:27])[N:24]=[CH:23]4)=[C:18]([O:28][CH3:29])[CH:17]=3)=[N:12][N:13]=2)[C:30](=[O:33])[CH:31]=[CH2:32])=[CH:6][CH:7]=1. Procedure details: TEA (0.07 mL) was added to a suspension of (4-fluorophenyl)-{5-{(E)-2-[3-methoxy-4-(4-methyl-1H-imidazol-1-yl)phenyl]vinyl}-[1,3,4]oxadiazol-2-yl}amine synthesized in Example 162 (100 mg) in methylene chloride (3 mL) and THF (2 mL) at room temperature. Acrylic acid chloride (0.03 mL) was added to the reaction solution at 0° C., and the reaction solution was stirred at room temperature for two hours. TEA (0.08 mL) and acrylic acid chloride (0.04 mL) were added to the reaction solution at room tem... Reactants: C1(CCCC(N1)=O)=O (Glutarimide), C=O (formaldehyde). The solvent is O (water). Conditions: temperature 100 celsius. The product is C(O)N1C(CCCC1=O)=O (N-methylolglutarimide). Reaction SMILES: [C:1]1(=[O:8])[NH:6][C:5](=[O:7])[CH2:4][CH2:3][CH2:2]1.[CH2:9]=[O:10]>O>[CH2:9]([N:6]1[C:5](=[O:7])[CH2:4][CH2:3][CH2:2][C:1]1=[O:8])[OH:10]. Procedure: Glutarimide (27 g) and a 35% formaldehyde solution (20 ml) were added to water (40 ml), and heated at about 100° C. for 1 hour over an oil bath. The water was completely distilled away from the reaction mixture using a rotary evaporator. Thus, a crude product of N-methylolglutarimide was obtained. This product was added to 200 ml of benzene without purification, and the resulting solution was heated together with phosphorus tribromide (7.5 ml) under reflux for 1 hour. Thereto, water was added an... The yield is 244.3%. Yields the product hexanes ethyl acetate, N1=C(C=CC=C1)NC(=O)C1=CN(C2=CC(=CC=C12)Cl)C(C)C (6-chloro-1-isopropyl-1H-indole-3-carboxylic acid pyridin-2-ylamide). Reactants: C(C)(C)N(C(C)C)CC (N,N-diisopropylethylamine), ClC1=CC=C2C(=CN(C2=C1)C(C)C)C(=O)O (6-chloro-1-isopropyl-1H-indole-3-carboxylic acid), Cl (hydrochloric acid), Cl.NC=1SC(=C(N1)C)C (2-amino-4,5-dimethylthiazole hydrochloride), BrN1C(CCC1=O)=O (N-bromosuccinimide), C1(=CC=CC=C1)P(C1=CC=CC=C1)C1=CC=CC=C1 (triphenylphosphine). Reaction SMILES: C1(P(C2C=CC=CC=2)C2C=CC=CC=2)C=CC=CC=1.Br[N:21]1[C:25](=O)[CH2:24][CH2:23][C:22]1=O.[Cl:28][C:29]1[CH:37]=[C:36]2[C:32]([C:33]([C:41]([OH:43])=O)=[CH:34][N:35]2[CH:38]([CH3:40])[CH3:39])=[CH:31][CH:30]=1.Cl.[NH2:45][C:46]1SC(C)=C(C)N=1.C(N(CC)C(C)C)(C)C.Cl>C(Cl)Cl.O.C(OCC)(=O)C>[N:21]1[CH:25]=[CH:24][CH:23]=[CH:22][C:46]=1[NH:45][C:41]([C:33]1[C:32]2[C:36](=[CH:37][C:29]([Cl:28])=[CH:30][CH:31]=2)[N:35]([CH:38]([CH3:39])[CH3:40])[CH:34]=1)=[O:43] |f:3.4|. Procedure: A solution of triphenylphosphine (251 mg, 0.82 mmol) in methylene chloride (3 mL) cooled to 0° C. was treated with N-bromosuccinimide (146 mg, 0.82 mmol). This solution was stirred at 0° C. for 15 min. At this time, the reaction was treated with 6-chloro-1-isopropyl-1H-indole-3-carboxylic acid (150 mg, 0.63 mmol). This solution was stirred at 0° C. for 15 min and then was allowed to warm to 25° C. where it was stirred for 30 min. The reaction was then treated with 2-amino-4,5-dimethylthiazole hy... Run in O (water), C(C)(=O)OCC (ethyl acetate), C(Cl)Cl (methylene chloride). Run at temperature 0 celsius, time 15 minute. The reactants are CC(C)(C)OC(=O)N(CCO)CCC(=O)O, CCN=C=NCCCN(C)C, CCN(C(C)C)C(C)C, ClCCl, Cl, Nc1ncnc2c1c(-c1ccc(Oc3ccccc3)cc1)nn2C1CCNCC1, On1nnc2cccnc21. The product is CC(C)(C)OC(=O)N(CCO)CCC(=O)N1CCC(n2nc(-c3ccc(Oc4ccccc4)cc3)c3c(N)ncnc32)CC1. RXN SMILES: [C:30]([CH3:31])([CH3:32])([CH3:33])[O:34][C:35](=[O:36])[N:37]([CH2:38][CH2:39][C:40](=[O:41])[OH:42])[CH2:43][CH2:44][OH:45].[CH3:47][N:48]([CH3:49])[CH2:50][CH2:51][CH2:52][N:53]=[C:54]=[N:55][CH2:56][CH3:57].[CH:58]([N:59]([CH2:60][CH3:61])[CH:62]([CH3:63])[CH3:64])([CH3:65])[CH3:66].[Cl:77][CH2:78][Cl:79].[ClH:46].[O:1]([c:2]1[cH:3][cH:4][cH:5][cH:6][cH:7]1)[c:8]1[cH:9][cH:10][c:11](-[c:14]2[n:15][n:16]([CH:24]3[CH2:25][CH2:26][NH:27][CH2:28][CH2:29]3)[c:17]3[n:18][cH:19][n:20][c:21]([NH2:23])[c:22]23)[cH:12][cH:13]1.[OH:67][n:68]1[c:69]2[n:70][cH:71][cH:72][cH:73][c:74]2[n:75][n:76]1>>[O:1]([c:2]1[cH:3][cH:4][cH:5][cH:6][cH:7]1)[c:8]1[cH:9][cH:10][c:11](-[c:14]2[n:15][n:16]([CH:24]3[CH2:25][CH2:26][N:27]([C:40]([CH2:39][CH2:38][N:37]([C:35]([O:34][C:30]([CH3:31])([CH3:32])[CH3:33])=[O:36])[CH2:43][CH2:44][OH:45])=[O:41])[CH2:28][CH2:29]3)[c:17]3[n:18][cH:19][n:20][c:21]([NH2:23])[c:22]23)[cH:12][cH:13]1. The reactants are CC=CC=CC(=O)OC(C)(C)C, CC=CC=CCNC(C)c1ccccc1, [Li]CCCC. The product is CC=CC=CCN(C(C=CC)CC(=O)OC(C)(C)C)C(C)c1ccccc1. RXN SMILES: [C:21]([CH:22]=[CH:23][CH:24]=[CH:25][CH3:26])(=[O:27])[O:28][C:29]([CH3:30])([CH3:31])[CH3:32].[CH2:1]([CH:2]=[CH:3][CH:4]=[CH:5][CH3:6])[NH:7][CH:8]([c:9]1[cH:10][cH:11][cH:12][cH:13][cH:14]1)[CH3:15].[Li:16][CH2:17][CH2:18][CH2:19][CH3:20]>>[CH2:1]([CH:2]=[CH:3][CH:4]=[CH:5][CH3:6])[N:7]([CH:8]([c:9]1[cH:10][cH:11][cH:12][cH:13][cH:14]1)[CH3:15])[CH:23]([CH2:22][C:21](=[O:27])[O:28][C:29]([CH3:30])([CH3:31])[CH3:32])[CH:24]=[CH:25][CH3:26]. Starting materials: CON(C(C1=CC=C(C=C1)C1=NOC(=C1C)C(F)(F)F)=O)C (N-Methoxy-N-methyl-4-(4-methyl-5-trifluoromethyl-isoxazol-3-yl)-benzamide), C(C)(C)(C)[Mg]Br (tert-butylmagnesium bromide). Product: CC(C(=O)C1=CC=C(C=C1)C1=NOC(=C1C)C(F)(F)F)(C)C (2,2-Dimethyl-1-[4-(4-methyl-5-trifluoromethyl-isoxazol-3-yl)-phenyl]-propan-1-one). Isolated yield 9.0%. RXN SMILES: CON(C)[C:4](=[O:21])[C:5]1[CH:10]=[CH:9][C:8]([C:11]2[C:15]([CH3:16])=[C:14]([C:17]([F:20])([F:19])[F:18])[O:13][N:12]=2)=[CH:7][CH:6]=1.[C:23]([Mg]Br)([CH3:26])([CH3:25])[CH3:24]>>[CH3:24][C:23]([CH3:26])([CH3:25])[C:4]([C:5]1[CH:6]=[CH:7][C:8]([C:11]2[C:15]([CH3:16])=[C:14]([C:17]([F:18])([F:19])[F:20])[O:13][N:12]=2)=[CH:9][CH:10]=1)=[O:21]. Procedure details: Prepared from N-Methoxy-N-methyl-4-(4-methyl-5-trifluoromethyl-isoxazol-3-yl)-benzamide and tert-butylmagnesium bromide as described in Example 5. Chromatographed on silica gel with EtOAc/hexanes (5%) as eluant to afford product as a colorless solid (53 mg, 9%). 1H NMR (CDCl3) 1.37 (s, 9H), 2.29 (d, J=1.3, 3H), 7.68 (d, J=7.9, 2H), 7.81 (d, J=8.3, 2H). 19F NMR −63.2. LC/MS 7.42 min, [M+1]+ 312. Reactants: CO, CN(CCOCCN=[N+]=[N-])C(=O)OC(C)(C)C. The product is CN(CCOCCN)C(=O)OC(C)(C)C. As a reaction SMILES: [CH3:18][OH:19].[N:1](=[N+:2]=[N-:3])[CH2:4][CH2:5][O:6][CH2:7][CH2:8][N:9]([C:10]([O:11][C:12]([CH3:13])([CH3:14])[CH3:15])=[O:16])[CH3:17]>>[NH2:1][CH2:4][CH2:5][O:6][CH2:7][CH2:8][N:9]([C:10]([O:11][C:12]([CH3:13])([CH3:14])[CH3:15])=[O:16])[CH3:17]. Starting materials: Nitro, FC1=C(OC2=C3C(=NC=C2)C=C(S3)C3=CC=C(C=C3)S(=O)(=O)C)C=CC(=C1)[N+](=O)[O-] (7-(2-Fluoro-4-nitrophenoxy)-2-(4-(methylsulfonyl)phenyl)thieno[3,2-b]pyridine), [BH4-].[Na+] (NaBH4). Reagents/catalysts: Cl[Ni]Cl (NiCl2). Run in C1CCOC1 (THF), CO (MeOH). Run at temperature 0 celsius, time 20 minute. Yields the product FC=1C=C(C=CC1OC1=C2C(=NC=C1)C=C(S2)C2=CC=C(C=C2)S(=O)(=O)C)N (3-Fluoro-4-(2-(4-(methylsulfonyl)phenyl)thieno[3,2-b]pyridin-7-yloxy)benzenamine). The yield is 5.6%. Reaction SMILES: [F:1][C:2]1[CH:27]=[C:26]([N+:28]([O-])=O)[CH:25]=[CH:24][C:3]=1[O:4][C:5]1[CH:10]=[CH:9][N:8]=[C:7]2[CH:11]=[C:12]([C:14]3[CH:19]=[CH:18][C:17]([S:20]([CH3:23])(=[O:22])=[O:21])=[CH:16][CH:15]=3)[S:13][C:6]=12.[BH4-].[Na+]>C1COCC1.CO.Cl[Ni]Cl>[F:1][C:2]1[CH:27]=[C:26]([NH2:28])[CH:25]=[CH:24][C:3]=1[O:4][C:5]1[CH:10]=[CH:9][N:8]=[C:7]2[CH:11]=[C:12]([C:14]3[CH:15]=[CH:16][C:17]([S:20]([CH3:23])(=[O:21])=[O:22])=[CH:18][CH:19]=3)[S:13][C:6]=12 |f:1.2|. Procedure details: Nitro compound 48 (97 mg, 2 mmol) was dissolved in a mixture of THF (7 mL) and MeOH (15 mL); NiCl2.×6H2O (130 mg, 0.5 mmol) was added and the solution was cooled to 0° C. To the cooled mixture NaBH4 (42 mg, 1.1 mmol) was added portion wise. The reaction was stirred for 20 min and quenched with 2 M HCl. The solvents were removed under reduced pressure and the residue was treated with concentrated ammonium hydroxide solution (pH 10) and extracted with EtOAc. The organic extract was dried over anhy... The reactants are [OH-].[Na+] (sodium hydroxide), solution, ClC=1C=C(C2=C(C=C(C(O2)C(F)(F)F)C(=O)OCC)C1)C1=CC=C(C=C1)Cl (ethyl 6-chloro-8-(4-chlorophenyl)-2-(trifluoromethyl)-2H-1-benzopyran-3-carboxylate). Solvent: C1CCOC1.C(C)O.O (THF ethanol water). Run at time 18 hour. The product is ClC=1C=C(C2=C(C=C(C(O2)C(F)(F)F)C(=O)O)C1)C1=CC=C(C=C1)Cl (6-chloro-8-(4-chlorophenyl)-2-(trifluoromethyl)-2H-1-benzopyran-3-carboxylic acid). Isolated yield 85.7%. As a reaction SMILES: [Cl:1][C:2]1[CH:3]=[C:4]([C:21]2[CH:26]=[CH:25][C:24]([Cl:27])=[CH:23][CH:22]=2)[C:5]2[O:10][CH:9]([C:11]([F:14])([F:13])[F:12])[C:8]([C:15]([O:17]CC)=[O:16])=[CH:7][C:6]=2[CH:20]=1.[OH-].[Na+]>C1COCC1.C(O)C.O>[Cl:1][C:2]1[CH:3]=[C:4]([C:21]2[CH:22]=[CH:23][C:24]([Cl:27])=[CH:25][CH:26]=2)[C:5]2[O:10][CH:9]([C:11]([F:12])([F:14])[F:13])[C:8]([C:15]([OH:17])=[O:16])=[CH:7][C:6]=2[CH:20]=1 |f:1.2,3.4.5|. Procedure details: The ester from Step 1 (0.500 g, 1.20 mmol) was dissolved in a solution of THF:ethanol:water (7:2:1; 10 mL), treated with sodium hydroxide (0.48 mL, 1.20 mmol of a 2.5 N solution), and stirred at room temperature for 18 hours. The solvent was removed in vacuo and the residue was dissolved in water (10 mL). Diethyl ether (10 mL) was added and the mixture acidified with concentrated HCl. The organic layer was separated, and the aqueous phase was extracted with diethyl ether (2×10 mL). The combined ...